From a dataset of the Open Reaction Database (ORD), a public repository of structured organic reaction records. describe an organic reaction: reactants, conditions, products, and yield Starting materials: CC(=O)OC1CSC(Oc2cccc(I)c2)C(OC(C)=O)C1OC(C)=O, OB(O)c1ccco1. Yields the product CC(=O)OC1CSC(Oc2cccc(-c3ccco3)c2)C(OC(C)=O)C1OC(C)=O. Reaction SMILES: [C:1]([CH3:2])(=[O:3])[O:4][CH:5]1[CH:6]([O:7][c:8]2[cH:9][c:10]([I:14])[cH:11][cH:12][cH:13]2)[S:15][CH2:16][CH:17]([O:23][C:24]([CH3:25])=[O:26])[CH:18]1[O:19][C:20]([CH3:21])=[O:22].[o:27]1[c:28]([B:32]([OH:33])[OH:34])[cH:29][cH:30][cH:31]1>>[C:1]([CH3:2])(=[O:3])[O:4][CH:5]1[CH:6]([O:7][c:8]2[cH:9][c:10](-[c:28]3[o:27][cH:31][cH:30][cH:29]3)[cH:11][cH:12][cH:13]2)[S:15][CH2:16][CH:17]([O:23][C:24]([CH3:25])=[O:26])[CH:18]1[O:19][C:20]([CH3:21])=[O:22]. The reactants are CCN(CC)S(F)(F)F, C1CCOC1, OCCn1c(SCc2noc(-c3cc(Cl)ccc3F)n2)nnc1-c1cccs1. Yields the product FCCn1c(SCc2noc(-c3cc(Cl)ccc3F)n2)nnc1-c1cccs1. Reaction SMILES: [CH2:29]([N:30]([S:31]([F:32])([F:33])[F:35])[CH2:34][CH3:36])[CH3:37].[CH2:38]1[O:39][CH2:40][CH2:41][CH2:42]1.[Cl:1][c:2]1[cH:3][cH:4][c:5]([F:28])[c:6](-[c:8]2[n:9][c:10]([CH2:13][S:14][c:15]3[n:16][n:17][c:18](-[c:23]4[s:24][cH:25][cH:26][cH:27]4)[n:19]3[CH2:20][CH2:21][OH:22])[n:11][o:12]2)[cH:7]1>>[Cl:1][c:2]1[cH:3][cH:4][c:5]([F:28])[c:6](-[c:8]2[n:9][c:10]([CH2:13][S:14][c:15]3[n:16][n:17][c:18](-[c:23]4[s:24][cH:25][cH:26][cH:27]4)[n:19]3[CH2:20][CH2:21][F:35])[n:11][o:12]2)[cH:7]1. Starting materials: BrC1=CC(=C(CO[Si](C)(C)C(C)(C)C)C=C1)C ([(4-bromo-2-methylbenzyl)oxy](tert-butyl)dimethylsilane), BrC1=CC(=C(C=C1)I)C (4-bromo-1-iodo-2-methylbenzene). The product is BrC1=CC(=C(C=C1)C1=CC(=C(C=C1)CO[Si](C)(C)C(C)(C)C)C)C ([(4′-Bromo-2′,3-dimethylbiphenyl-4-yl)methoxy](tert-butyl)dimethylsilane). Yield: 34.0%. RXN SMILES: Br[C:2]1[CH:16]=[CH:15][C:5]([CH2:6][O:7][Si:8]([C:11]([CH3:14])([CH3:13])[CH3:12])([CH3:10])[CH3:9])=[C:4]([CH3:17])[CH:3]=1.[Br:18][C:19]1[CH:24]=[CH:23][C:22](I)=[C:21]([CH3:26])[CH:20]=1>>[Br:18][C:19]1[CH:24]=[CH:23][C:22]([C:2]2[CH:16]=[CH:15][C:5]([CH2:6][O:7][Si:8]([C:11]([CH3:14])([CH3:13])[CH3:12])([CH3:10])[CH3:9])=[C:4]([CH3:17])[CH:3]=2)=[C:21]([CH3:26])[CH:20]=1. Procedure: In accordance with Example 19-(2), but using [(4-bromo-2-methylbenzyl)oxy](tert-butyl)dimethylsilane instead of tert-butyl 5-(benzyloxy)-2-{[1-(5-bromopyridin-2-yl)piperidin-4-yl]methyl}-6-methylpyrimidine-4-carboxylate, and 4-bromo-1-iodo-2-methylbenzene instead of tert-butyl[(4-iodobenzyl)oxy]dimethylsilane, the title compound (yield 34%) was afforded as a yellow oil. Reactants: C1CCOC1, CO, CCOC(=O)CC1OB(O)c2cc(Oc3ccnc(Cl)c3)cc(C)c21, [Na+], [OH-]. The product is Cc1cc(Oc2ccnc(Cl)c2)cc2c1C(CC(=O)O)OB2O. RXN SMILES: [CH2:30]1[O:31][CH2:32][CH2:33][CH2:34]1.[CH3:28][OH:29].[Cl:1][c:2]1[n:3][cH:4][cH:5][c:6]([O:8][c:9]2[cH:10][c:11]([CH3:25])[c:12]3[c:13]([cH:24]2)[B:14]([OH:23])[O:15][CH:16]3[CH2:17][C:18](=[O:19])[O:20][CH2:21][CH3:22])[cH:7]1.[Na+:27].[OH-:26]>>[Cl:1][c:2]1[n:3][cH:4][cH:5][c:6]([O:8][c:9]2[cH:10][c:11]([CH3:25])[c:12]3[c:13]([cH:24]2)[B:14]([OH:23])[O:15][CH:16]3[CH2:17][C:18](=[O:19])[OH:20])[cH:7]1. The reactants are BrC1=NC(=CC=C1)Br (2,6-dibromopyridine), C([O-])([O-])=O.[K+].[K+] (potassium carbonate), C(C)(=O)NC1CCNCC1 (4-acetamidopiperidine). Solvent: S1(=O)(=O)CCCC1 (sulfolane). Conditions: temperature 150 celsius, time 20 hour. Product: C(C)(=O)NC1CCN(CC1)C1=NC(=CC=C1)Br (4-acetamido-1-(6-bromo-2-pyridyl)piperidine). Isolated yield 56.0%. RXN SMILES: Br[C:2]1[CH:7]=[CH:6][CH:5]=[C:4]([Br:8])[N:3]=1.C(=O)([O-])[O-].[K+].[K+].[C:15]([NH:18][CH:19]1[CH2:24][CH2:23][NH:22][CH2:21][CH2:20]1)(=[O:17])[CH3:16]>S1(CCCC1)(=O)=O>[C:15]([NH:18][CH:19]1[CH2:24][CH2:23][N:22]([C:2]2[CH:7]=[CH:6][CH:5]=[C:4]([Br:8])[N:3]=2)[CH2:21][CH2:20]1)(=[O:17])[CH3:16] |f:1.2.3|. Reported procedure: A mixture of 0.042 mole of 2,6-dibromopyridine, 0.056 mole of anhydrous potassium carbonate and 0.052 mole of 4-acetamidopiperidine in 75 ml of sulfolane is heated to 150° C. with stirring for 20 hours, then the sulfolane is concentrated to 1/5th of its volume, the reaction mixture is poured in 100 ml of water and extracted with diethyl ether (4×150 ml). The organic phase is washed with water, dried over anhydrous sodium sulfate, concentrated to dryness and the residue is crystallised in 40 ml o... Reactants: [Li+].[OH-] (LiOH), O=C1N(CC2=C(C[C@H]1CC(=O)OC)C=CC(=C2)OCCCNC2=NC=CC=C2)CCC2=CC=CC=C2 (methyl (S)-3-oxo-8-[3-(pyridin-2-ylamino)-1-propyloxy]-2-(2-phenylethyl)-2,3,4,5-tetrahydro-1H-2-benzazepine-4-acetate). The solvent is C1CCOC1 (THF), O (H2O). The product is O=C1N(CC2=C(C[C@H]1CC(=O)O)C=CC(=C2)OCCCNC2=NC=CC=C2)CCC2=CC=CC=C2 ((S)-3-Oxo-8-[3-(pyridin-2-ylamino)-1-propyloxy]-2-(2-phenylethyl)-2,3,4,5-tetrahydro-1H-2-benzazepine-4-acetic acid). Isolated yield 48.5%. As a reaction SMILES: [Li+].[OH-].[O:3]=[C:4]1[C@H:10]([CH2:11][C:12]([O:14]C)=[O:13])[CH2:9][C:8]2[CH:16]=[CH:17][C:18]([O:20][CH2:21][CH2:22][CH2:23][NH:24][C:25]3[CH:30]=[CH:29][CH:28]=[CH:27][N:26]=3)=[CH:19][C:7]=2[CH2:6][N:5]1[CH2:31][CH2:32][C:33]1[CH:38]=[CH:37][CH:36]=[CH:35][CH:34]=1>C1COCC1.O>[O:3]=[C:4]1[C@H:10]([CH2:11][C:12]([OH:14])=[O:13])[CH2:9][C:8]2[CH:16]=[CH:17][C:18]([O:20][CH2:21][CH2:22][CH2:23][NH:24][C:25]3[CH:30]=[CH:29][CH:28]=[CH:27][N:26]=3)=[CH:19][C:7]=2[CH2:6][N:5]1[CH2:31][CH2:32][C:33]1[CH:38]=[CH:37][CH:36]=[CH:35][CH:34]=1 |f:0.1|. Reported procedure: 1.0 N LiOH (0.3 mL, 0.3 mmole) was added to a solution of methyl (S)-3-oxo-8-[3-(pyridin-2-ylamino)-1-propyloxy]-2-(2-phenylethyl)-2,3,4,5-tetrahydro-1H-2-benzazepine-4-acetate (133 mg, 0.27 mmole) in THF (1.5 mL) and H2O (1.2 mL) at 0° C. The mixture was allowed to warm to RT over 18 hr. The mixture was washed with Et2O (2×5 mL) then a mild vacuum was applied to remove residual organic solvents. The aqueous layer was passed through a 0.45 μm Acrodisk filter, then was carefully acidified to pH 6... The reactants are N1=C(C=CC2=CC=CC=C12)COC=1C=C(CNC2=CC=CC=3NC(CSC32)=O)C=CC1 (8-[3-(2-quinolinylmethoxy)benzylamino]-3,4-dihydro-2H-1,4-benzothiazin-3-one), CI (CH3I), C(=O)([O-])[O-].[K+].[K+] (K2CO3). Reagents/catalysts: [N+](CCCC)(CCCC)(CCCC)CCCC.[Br-] ((n-Bu)4NBr). Solvent: CN(C)C=O (DMF). Run at time 3 day. Yields the product CN1C(CSC2=C1C=CC=C2NCC2=CC(=CC=C2)OCC2=NC1=CC=CC=C1C=C2)=O (4-methyl-8-[3-(2-quinolinylmethoxy)benzylamino]-3,4-dihydro-2H-1,4-benzothiazin-3-one). Isolated yield 57.3%. As a reaction SMILES: [N:1]1[C:10]2[C:5](=[CH:6][CH:7]=[CH:8][CH:9]=2)[CH:4]=[CH:3][C:2]=1[CH2:11][O:12][C:13]1[CH:14]=[C:15]([CH:29]=[CH:30][CH:31]=1)[CH2:16][NH:17][C:18]1[C:27]2[S:26][CH2:25][C:24](=[O:28])[NH:23][C:22]=2[CH:21]=[CH:20][CH:19]=1.CI.[C:34]([O-])([O-])=O.[K+].[K+]>[N+](CCCC)(CCCC)(CCCC)CCCC.[Br-].CN(C=O)C>[CH3:34][N:23]1[C:22]2[CH:21]=[CH:20][CH:19]=[C:18]([NH:17][CH2:16][C:15]3[CH:29]=[CH:30][CH:31]=[C:13]([O:12][CH2:11][C:2]4[CH:3]=[CH:4][C:5]5[C:10](=[CH:9][CH:8]=[CH:7][CH:6]=5)[N:1]=4)[CH:14]=3)[C:27]=2[S:26][CH2:25][C:24]1=[O:28] |f:2.3.4,5.6|. Reported procedure: After a mixture of 1.690 g (3.95 m-mol) of 8-[3-(2-quinolinylmethoxy)benzylamino]-3,4-dihydro-2H-1,4-benzothiazin-3-one obtained in Example 95, 0.673 g (4.74 mmol) of CH3I, 1.311 g (9.5 mmol) of K2CO3, 0.129 g (0.4 mmol) of (n-Bu)4NBr and 50 ml of DMF was stirred at room temperature for 3 days, the solvent was distilled off under reduced pressure. Water was added to the residue, followed by extraction with CHCl3. The extract was washed with water, dried over MgSO4 and then concentrated. The resi... Run in CC(=O)C (acetone). The yield is 94.0%. Yields the product CC1(OCC([C@H](O1)\C=C\C1=CC=C(C=C1)C)N(NC(=O)OC(C)(C)C)C(=O)OC(C)(C)C)C (Di-tert-butyl 1-((4R)-2,2-dimethyl-4-((E)-4-methylstyryl)-1,3-dioxan-5-yl)hydrazine-1,2-dicarboxylate). RXN SMILES: [OH:1][CH2:2][CH:3]([N:15]([C:24]([O:26][C:27]([CH3:30])([CH3:29])[CH3:28])=[O:25])[NH:16][C:17]([O:19][C:20]([CH3:23])([CH3:22])[CH3:21])=[O:18])[C@H:4]([OH:14])/[CH:5]=[CH:6]/[C:7]1[CH:12]=[CH:11][C:10]([CH3:13])=[CH:9][CH:8]=1.O.[C:32]1(C)[CH:37]=CC(S(O)(=O)=O)=C[CH:33]=1>CC(C)=O>[CH3:33][C:32]1([CH3:37])[O:14][C@H:4](/[CH:5]=[CH:6]/[C:7]2[CH:8]=[CH:9][C:10]([CH3:13])=[CH:11][CH:12]=2)[CH:3]([N:15]([C:24]([O:26][C:27]([CH3:30])([CH3:29])[CH3:28])=[O:25])[NH:16][C:17]([O:19][C:20]([CH3:23])([CH3:21])[CH3:22])=[O:18])[CH2:2][O:1]1 |f:1.2|. Procedure details: A mixture of 1,3-diol, 2-hydrazino (7B) (59 mg, 0.14 mmol) and p-toluene sulfonic acid monohydrate (2.7 mg, 0.014 mmol) in 5.0 mL anhydrous acetone was stirred at rt for 42 h. The reaction mixture was quenched with 5% NaHCO3 and extracted with CH2Cl2. The combined organic layers were dried over anhydrous Na2SO4, and removed in vacuo. Purification by flash chromatography on silica gel afforded the desired product as a white solid (94%). Reaction conditions: time 42 hour. The reactants are 1,3-diol, OCC([C@@H](\C=C\C1=CC=C(C=C1)C)O)N(NC(=O)OC(C)(C)C)C(=O)OC(C)(C)C (Di-tert-butyl 1-((3R,E)-1,3-dihydroxy-5-(p-tolyl)pent-4-en-2-yl)hydrazine-1,2-dicarboxylate), O.C1(=CC=C(C=C1)S(=O)(=O)O)C (p-toluene sulfonic acid monohydrate). Reactants: O=C([O-])O, COCOC, ClCCl, [Na+], COc1cccc2c1OC(CO)C2=O. The product is COCOCC1Oc2c(OC)cccc2C1=O. As a reaction SMILES: [C:20](=[O:21])([O-:22])[OH:23].[CH3:15][O:16][CH2:17][O:18][CH3:19].[Cl:25][CH2:26][Cl:27].[Na+:24].[OH:1][CH2:2][CH:3]1[O:4][c:5]2[c:6]([cH:9][cH:10][cH:11][c:12]2[O:13][CH3:14])[C:7]1=[O:8]>>[O:1]([CH2:2][CH:3]1[O:4][c:5]2[c:6]([cH:9][cH:10][cH:11][c:12]2[O:13][CH3:14])[C:7]1=[O:8])[CH2:17][O:16][CH3:15].